Dataset: the Open Reaction Database (ORD), a public repository of structured organic reaction records. Task: describe an organic reaction: reactants, conditions, products, and yield Reactants: BrCc1ccccc1, CC(C)(C)OC(=O)NC1Cc2cc(Br)ccc2NC1=O, CC(C)=O, [K+], [K+], O=C([O-])[O-]. Product: CC(C)(C)OC(=O)NC1Cc2cc(Br)ccc2N(Cc2ccccc2)C1=O. RXN SMILES: [Br:27][CH2:28][c:29]1[cH:30][cH:31][cH:32][cH:33][cH:34]1.[C:1]([CH3:2])([CH3:3])([CH3:4])[O:5][C:6]([NH:7][CH:8]1[C:9](=[O:19])[NH:10][c:11]2[cH:12][cH:13][c:14]([Br:18])[cH:15][c:16]2[CH2:17]1)=[O:20].[CH3:35][C:36](=[O:37])[CH3:38].[K+:21].[K+:22].[O-:23][C:24]([O-:25])=[O:26]>>[C:1]([CH3:2])([CH3:3])([CH3:4])[O:5][C:6]([NH:7][CH:8]1[C:9](=[O:19])[N:10]([CH2:28][c:29]2[cH:30][cH:31][cH:32][cH:33][cH:34]2)[c:11]2[cH:12][cH:13][c:14]([Br:18])[cH:15][c:16]2[CH2:17]1)=[O:20].